This data is from the Open Reaction Database (ORD), a public repository of structured organic reaction records. The task is: describe an organic reaction: reactants, conditions, products, and yield Reactants: C(=O)(C(=O)OCC)N1CCC2=CC=CC=C12 (N-ethoxalylindoline), BrBr (bromine). Reagents/catalysts: [Fe] (iron). Run in ClCCl (dichloromethane). Conditions: time 4 hour. The product is BrC=1C=C2CCN(C2=CC1)C(=O)C(=O)OCC (5-bromo-N-ethoxalylindoline). Isolated yield 96.0%. Reaction SMILES: [C:1]([N:8]1[C:16]2[C:11](=[CH:12][CH:13]=[CH:14][CH:15]=2)[CH2:10][CH2:9]1)([C:3]([O:5][CH2:6][CH3:7])=[O:4])=[O:2].[Br:17]Br>ClCCl.[Fe]>[Br:17][C:13]1[CH:12]=[C:11]2[C:16](=[CH:15][CH:14]=1)[N:8]([C:1]([C:3]([O:5][CH2:6][CH3:7])=[O:4])=[O:2])[CH2:9][CH2:10]2. Reported procedure: To a mixture of N-ethoxalylindoline (4 g, 18.3 mmol), and iron powder (0.40 g) in dichloromethane (40 mL) was added dropwise bromine (1.43 mL, 27.7 mmol) at 0° C. The mixture was stirred for 4 h at room temperature and filtered. The filtrate was washed with aqueous sodium thiosulfate and then brine, dried over magnesium sulfate, and concentrated to give 5.24 g of 5-bromo-N-ethoxalylindoline (95%): 1H NMR (270 MHz, CDCl3) δ8.07(d, 1H, J=8 Hz), 7.35 (dd, 2H, J=8, 1 Hz), 4.38 (q, 2H, J=7 Hz), 4.27 ... Reactants: N1=C(C=CC=C1)C(C)C1=NC=CC=C1 (1,1-bis(2-pyridyl)ethane), CN(C1=CC(=NC(=C1)F)F)C (4-dimethylamino-2,6-difluoropyridine). Yields the product CN(C1=CC(=NC(=C1)C(C)(C1=NC=CC=C1)C1=NC=CC=C1)C(C)(C1=NC=CC=C1)C1=NC=CC=C1)C (4-Dimethylamino-2,6-bis(1,1-di(pyridin-2-yl)ethyl)pyridine). Isolated yield 61.0%. Reaction SMILES: [N:1]1[CH:6]=[CH:5][CH:4]=[CH:3][C:2]=1[CH:7]([C:9]1[CH:14]=[CH:13][CH:12]=[CH:11][N:10]=1)[CH3:8].[CH3:15][N:16]([CH3:25])[C:17]1[CH:22]=[C:21](F)[N:20]=[C:19](F)[CH:18]=1>>[CH3:15][N:16]([CH3:25])[C:17]1[CH:22]=[C:21]([C:7]([C:9]2[CH:14]=[CH:13][CH:12]=[CH:11][N:10]=2)([C:2]2[CH:3]=[CH:4][CH:5]=[CH:6][N:1]=2)[CH3:8])[N:20]=[C:19]([C:7]([C:9]2[CH:14]=[CH:13][CH:12]=[CH:11][N:10]=2)([C:2]2[CH:3]=[CH:4][CH:5]=[CH:6][N:1]=2)[CH3:8])[CH:18]=1. Procedure details: NMe2PY5Me2 was synthesized in a similar manner as that of CF3PY5Me2, using 1,1-bis(2-pyridyl)ethane and 4-dimethylamino-2,6-difluoropyridine as the precursors, and purified on a silica column eluted with CH2Cl2:MeOH:triethytamine (20:1:0.1). Yield: 61%. 1H NMR (CDCl3, 400 MHz): □ =8.44 (dd, J=4.81, 0.98 Hz, 4H), 7.28 (dt, J=7.86, 7.80, 1.89 Hz, 4H), 6.95 (ddd, J=7.41, 4.85, 0.98 Hz, 4H), 6.76 (d, J=8.05 Hz, 4H), 6.31 (s, 2H), 2.80 (s, 6H), 2.13 (s, 6H). Anal. Calcd. for C31H30N6: C, 76.52%; H, 6... Reactants: ClC=1C=C(C=CC1Cl)C1(CN(CC1)C(C1=CC(=C(C(=C1)OC)OC)OC)=O)CCCS(=O)(=O)[O-] (2-[3-(3,4-dichloro-phenyl)-1-(3,4,5-trimethoxy-benzoyl)-pyrrolidin-3-yl]-ethyl-methanesulfonate), Cl.N1=CC=C(C=C1)C1(CCNCC1)C(=O)N (4-(pyridin-4-yl)-piperidine-4-carboxylic acid amide hydrochloride). The product is ClC=1C=C(C=CC1Cl)C1(CN(CC1)C(C1=CC(=C(C(=C1)OC)OC)OC)=O)CCN1CCC(CC1)(C(=O)N)C1=CC=NC=C1 (1-[2-[3-(3,4-dichloro-phenyl)-1-(3,4,5-trimethoxy-benzoyl)-pyrrolidin-3-yl]-ethyl]-4-(pyridin-4-y1)-piperidine-4-carboxylic acid amide). Reaction SMILES: [Cl:1][C:2]1[CH:3]=[C:4]([C:9]2([CH2:28][CH2:29]CS([O-])(=O)=O)[CH2:13][CH2:12][N:11]([C:14](=[O:27])[C:15]3[CH:20]=[C:19]([O:21][CH3:22])[C:18]([O:23][CH3:24])=[C:17]([O:25][CH3:26])[CH:16]=3)[CH2:10]2)[CH:5]=[CH:6][C:7]=1[Cl:8].Cl.[N:36]1[CH:41]=[CH:40][C:39]([C:42]2([C:48]([NH2:50])=[O:49])[CH2:47][CH2:46][NH:45][CH2:44][CH2:43]2)=[CH:38][CH:37]=1>>[Cl:1][C:2]1[CH:3]=[C:4]([C:9]2([CH2:28][CH2:29][N:45]3[CH2:46][CH2:47][C:42]([C:39]4[CH:40]=[CH:41][N:36]=[CH:37][CH:38]=4)([C:48]([NH2:50])=[O:49])[CH2:43][CH2:44]3)[CH2:13][CH2:12][N:11]([C:14](=[O:27])[C:15]3[CH:20]=[C:19]([O:21][CH3:22])[C:18]([O:23][CH3:24])=[C:17]([O:25][CH3:26])[CH:16]=3)[CH2:10]2)[CH:5]=[CH:6][C:7]=1[Cl:8] |f:1.2|. Procedure: Prepare by the method of example 3.3 using 2-[3-(3,4-dichloro-phenyl)-1-(3,4,5-trimethoxy-benzoyl)-pyrrolidin-3-yl]-ethyl-methanesulfonate (5 mmol) and 4-(pyridin-4-yl)-piperidine-4-carboxylic acid amide hydrochloride (7.5 mmol, 1.5 eq.). Chromatograph on silica gel to give the title compound. The reactants are C(C)(=O)C1=C(C=C(O)C(=C1)C(C)=O)O (4,6-Diacetylresorcinol), [OH-].[Na+] (sodium hydroxide), C(C=C)Br (allyl bromide). Solvent: O (water), ClCCCl (1,2-dichloroethane). Yields the product C(C=C)C1=C(O)C(=CC(=C1O)C(C)=O)C(C)=O (2-allyl-4,6-diacetylresorcinol). RXN SMILES: [C:1]([C:4]1[CH:10]=[C:9]([C:11](=[O:13])[CH3:12])[C:7]([OH:8])=[CH:6][C:5]=1[OH:14])(=[O:3])[CH3:2].[OH-].[Na+].[CH2:17](Br)[CH:18]=[CH2:19]>O.ClCCCl>[CH2:19]([C:6]1[C:7]([OH:8])=[C:9]([C:11](=[O:13])[CH3:12])[CH:10]=[C:4]([C:1](=[O:3])[CH3:2])[C:5]=1[OH:14])[CH:18]=[CH2:17] |f:1.2|. Procedure: 4,6-Diacetylresorcinol (19.4 g; 0.1 mole), sodium hydroxide (8.0 g; 0.2 mole) and allyl bromide (12.1 g; 9 ml; 0.1 mole) in water (160 ml) and 1,2-dichloroethane (150 ml) were stirred at reflux for 3 hours. The mixture was cooled to room temperature, the organic layer was separated and the aqueous layer was extracted with 1,2-dichloroethane (3×50 ml). The combined organic layers were dried (anhydrous sodium sulphate) and evaporated to give 2-allyl-4,6-diacetylresorcinol as a pink oil (9 g; 38%) ...